This data is from the Open Reaction Database (ORD), a public repository of structured organic reaction records. The task is: describe an organic reaction: reactants, conditions, products, and yield The reactants are BrC(CCC(=O)NC(C(=O)OCC)C(=O)OCC)=C (Diethyl (2-Bromoallyl)acetamidomalonate), [Cl-].[Na+] (sodium chloride), Cl (hydrochloride). The reagents and catalysts are O1CCOCC1 (dioxane). Solvent: CN(C=O)C (dimethylformamide), O (water), O (water). The product is BrC(CCC(=O)NCC(=O)OCC)=C (Ethyl (2-Bromoallyl)acetamidoacetate). Isolated yield 95.0%. RXN SMILES: [Br:1][C:2](=[CH2:19])[CH2:3][CH2:4][C:5]([NH:7][CH:8](C(OCC)=O)[C:9]([O:11][CH2:12][CH3:13])=[O:10])=[O:6].[Cl-].[Na+].Cl>CN(C)C=O.O.O1CCOCC1>[Br:1][C:2](=[CH2:19])[CH2:3][CH2:4][C:5]([NH:7][CH2:8][C:9]([O:11][CH2:12][CH3:13])=[O:10])=[O:6] |f:1.2|. Reported procedure: To a solution of the product of Example 3H (3.36 g, 10.0 mmol) in dimethylformamide (10 mL) was added sodium chloride (586 mg, 10.0 mmol), water (360 microliters, 20 mmol) and 4N hydrochloride acid in dioxane (0.012 mL, 0.5 mmol). The reaction vessel was Firestone purged three times and placed under a positive nitrogen pressure. The reaction mixture was heated at reflux for 24 hours and then concentrated in vacuo. The residue obtained was diluted with water (5 mL) and extracted with ether (3×15 ...